This data is from the Open Reaction Database (ORD), a public repository of structured organic reaction records. The task is: describe an organic reaction: reactants, conditions, products, and yield Starting materials: FC1=C(C=CC=C1)C(CO[C@H](C(F)(F)F)C=C)=NO ((S)-1-(2-Fluorophenyl)-2-((1,1,1-trifluorobut-3-en-2-yl)oxy)ethanone oxime), C1(O)=CC=C(O)C=C1 (hydroquinone). Solvent: xylenes. Reaction conditions: temperature 140 celsius. Yields the product FC([C@H]1OCC2=NOC[C@@H]21)(F)F ((3aR,4S)-4-(Trifluoromethyl)-3,3a,4,6-tetrahydrofuro[3,4-c]isoxazole). Isolated yield 108.6%. Reaction SMILES: FC1C=CC=CC=1[C:8](=[N:18][OH:19])[CH2:9][O:10][C@@H:11]([CH:16]=[CH2:17])[C:12]([F:15])([F:14])[F:13].C1(C=CC(O)=CC=1)O>>[F:15][C:12]([F:13])([F:14])[C@@H:11]1[C@@H:16]2[C:8](=[N:18][O:19][CH2:17]2)[CH2:9][O:10]1. Reported procedure: (S)-1-(2-Fluorophenyl)-2-((1,1,1-trifluorobut-3-en-2-yl)oxy)ethanone oxime (40.54 g) was dissolved in xylenes (400 mL) and hydroquinone (4.0 g) was added. The reaction mixture was heated to reflux (heating block temperature 140° C.) for 22 hrs, then cooled and evaporated. The residue was purified by silica gel column chromatography (1% to 30% EtOAc in hexanes) to obtain the title compound (28.76 g). 1H NMR (400 MHz, CDCl3) δ ppm: 3.71-3.81 (m, 1H), 4.04-4.35 (m, 3H), 4.51-4.62 (m, 1H), 5.38-5.54... The reactants are COC([C@H](CC1CCCCC1)N)=O ((S)-2-amino-3-cyclohexyl-propionic acid methyl ester), C(C)(C)N(C(C)C)CC (N,N-diisopropylethylamine), ice water, C(C)OC(\C=C(/CBr)\OC1=C(C=CC(=C1)Cl)Cl)=O ((E)-4-bromo-3-(2,5-dichloro-phenoxy)-but-2-enoic acid ethyl ester). Solvent: CN(C=O)C (N,N-dimethylformamide). Reaction conditions: time 5 minute. The product is COC([C@H](CC1CCCCC1)N1C(C=C(C1)OC1=C(C=CC(=C1)Cl)Cl)=O)=O ((S)-3-cyclohexyl-2-[4-(2,5-dichloro-phenoxy)-2-oxo-2,5-dihydro-pyrrol-1-yl]-propionic acid methyl ester). The yield is 15.2%. As a reaction SMILES: [CH3:1][O:2][C:3](=[O:13])[C@@H:4]([NH2:12])[CH2:5][CH:6]1[CH2:11][CH2:10][CH2:9][CH2:8][CH2:7]1.C(N(CC)C(C)C)(C)C.C([O:25][C:26](=O)/[CH:27]=[C:28](/[O:31][C:32]1[CH:37]=[C:36]([Cl:38])[CH:35]=[CH:34][C:33]=1[Cl:39])\[CH2:29]Br)C>CN(C)C=O>[CH3:1][O:2][C:3](=[O:13])[C@@H:4]([N:12]1[CH2:29][C:28]([O:31][C:32]2[CH:37]=[C:36]([Cl:38])[CH:35]=[CH:34][C:33]=2[Cl:39])=[CH:27][C:26]1=[O:25])[CH2:5][CH:6]1[CH2:11][CH2:10][CH2:9][CH2:8][CH2:7]1. Reported procedure: To a stirred solution of (S)-2-amino-3-cyclohexyl-propionic acid methyl ester (750 mg, 0.004 mol) in N,N-dimethylformamide (10 mL) was added N,N-diisopropylethylamine (2.6 g, 0.02 mol) slowly at room temperature, under nitrogen. The resulting mixture was stirred for 5 min and then treated with (E)-4-bromo-3-(2,5-dichloro-phenoxy)-but-2-enoic acid ethyl ester (1.5 g, 0.004 mol) and the reaction mixture was heated at 110° C.-120° C. for 16 h. After this time, ice water was added and the resulting ... As a reaction SMILES: [Br:1][CH2:2][CH2:3][CH2:4][O:5][c:6]1[cH:7][cH:8][cH:9][c:10]2[n:11]([CH2:24][CH2:25][CH2:26][CH:27]3[CH2:28][CH2:29][N:30]([C:33](=[O:34])[O:35][C:36]([CH3:37])([CH3:38])[CH3:39])[CH2:31][CH2:32]3)[c:12]([CH2:15][O:16][c:17]3[cH:18][cH:19][c:20]([Cl:23])[cH:21][cH:22]3)[n:13][c:14]12.[C:40](=[O:41])([O-:42])[O-:43].[CH3:46][CH:47]1[NH:48][CH2:49][CH2:50][CH2:51][CH2:52]1.[CH3:53][N:54]([CH3:55])[CH:56]=[O:57].[K+:44].[K+:45]>>[CH2:2]([CH2:3][CH2:4][O:5][c:6]1[cH:7][cH:8][cH:9][c:10]2[n:11]([CH2:24][CH2:25][CH2:26][CH:27]3[CH2:28][CH2:29][N:30]([C:33](=[O:34])[O:35][C:36]([CH3:37])([CH3:38])[CH3:39])[CH2:31][CH2:32]3)[c:12]([CH2:15][O:16][c:17]3[cH:18][cH:19][c:20]([Cl:23])[cH:21][cH:22]3)[n:13][c:14]12)[N:48]1[CH:47]([CH3:46])[CH2:52][CH2:51][CH2:50][CH2:49]1. The reactants are CC(C)(C)OC(=O)N1CCC(CCCn2c(COc3ccc(Cl)cc3)nc3c(OCCCBr)cccc32)CC1, O=C([O-])[O-], CC1CCCCN1, CN(C)C=O, [K+], [K+]. The product is CC1CCCCN1CCCOc1cccc2c1nc(COc1ccc(Cl)cc1)n2CCCC1CCN(C(=O)OC(C)(C)C)CC1. The reactants are OCCCCc1ccc(OCc2ccccc2)cc1, CCCCP(CCCC)CCCC, CCOC(=O)N=NC(=O)OCC, C1CCOC1, O, c1nc[nH]n1. Product: c1ccc(COc2ccc(CCCCn3cncn3)cc2)cc1. Reaction SMILES: [CH2:1]([c:2]1[cH:3][cH:4][cH:5][cH:6][cH:7]1)[O:8][c:9]1[cH:10][cH:11][c:12]([CH2:15][CH2:16][CH2:17][CH2:18][OH:19])[cH:13][cH:14]1.[CH2:20]([P:21]([CH2:22][CH2:23][CH2:24][CH3:25])[CH2:26][CH2:27][CH2:28][CH3:29])[CH2:30][CH2:31][CH3:32].[O:38]=[C:39]([O:40][CH2:41][CH3:42])[N:43]=[N:44][C:45]([O:46][CH2:47][CH3:48])=[O:49].[O:50]1[CH2:51][CH2:52][CH2:53][CH2:54]1.[OH2:55].[nH:33]1[n:34][cH:35][n:36][cH:37]1>>[CH2:1]([c:2]1[cH:3][cH:4][cH:5][cH:6][cH:7]1)[O:8][c:9]1[cH:10][cH:11][c:12]([CH2:15][CH2:16][CH2:17][CH2:18][n:33]2[n:34][cH:35][n:36][cH:37]2)[cH:13][cH:14]1. Reactants: C(C1=CC=CC=C1)OC1=CC=C2C=CC(=NC2=C1)COC=1C=C(N)C=CC1 (3-(7-benzyloxy-2-quinolinylmethoxy)aniline), C(C)C(C(=O)O)(CC(=O)O)CC (2,2-diethylsuccinic acid), [K+].[Br-] (KBr). The product is C(C1=CC=CC=C1)OC1=CC=C2C=CC(=NC2=C1)COC=1C=C(C=CC1)NC(CC(C(=O)O)(CC)CC)=O (4-[3-(7-benzyloxy-2-quinolinylmethoxy)phenylamino]-2,2-diethyl-4-oxobutanoic acid). RXN SMILES: [CH2:1]([O:8][C:9]1[CH:18]=[C:17]2[C:12]([CH:13]=[CH:14][C:15]([CH2:19][O:20][C:21]3[CH:22]=[C:23]([CH:25]=[CH:26][CH:27]=3)[NH2:24])=[N:16]2)=[CH:11][CH:10]=1)[C:2]1[CH:7]=[CH:6][CH:5]=[CH:4][CH:3]=1.[CH2:28]([C:30]([CH2:38][CH3:39])([CH2:34][C:35](O)=[O:36])[C:31]([OH:33])=[O:32])[CH3:29].[K+].[Br-]>>[CH2:1]([O:8][C:9]1[CH:18]=[C:17]2[C:12]([CH:13]=[CH:14][C:15]([CH2:19][O:20][C:21]3[CH:22]=[C:23]([NH:24][C:35](=[O:36])[CH2:34][C:30]([CH2:38][CH3:39])([CH2:28][CH3:29])[C:31]([OH:33])=[O:32])[CH:25]=[CH:26][CH:27]=3)=[N:16]2)=[CH:11][CH:10]=1)[C:2]1[CH:3]=[CH:4][CH:5]=[CH:6][CH:7]=1 |f:2.3|. Reported procedure: Analogously to Example 3, the title compound is prepared starting from 3-(7-benzyloxy-2-quinolinylmethoxy)aniline and 2,2-diethylsuccinic acid. Slightly yellowish crystals of m.p. 89°-95° are obtained; IR (KBr): 3325, 2966, 1689, 1599, 1545, 1512, 1492, 1436, 1380, 1208, 1157, 1024, 842, 775, 695 cm-1. Starting materials: COC1=CC(=C(C=C1)N=C=S)N1CCOCC1 (4-methoxy-2-morpholinophenyl isothiocyanate), N (ammonia). The solvent is C(C)O (ethanol). Yields the product COC1=CC(=C(C=C1)NC(=S)N)N1CCOCC1 (1-(4-methoxy-2-morpholinophenyl)thiourea). As a reaction SMILES: [CH3:1][O:2][C:3]1[CH:8]=[CH:7][C:6]([N:9]=[C:10]=[S:11])=[C:5]([N:12]2[CH2:17][CH2:16][O:15][CH2:14][CH2:13]2)[CH:4]=1.[NH3:18]>C(O)C>[CH3:1][O:2][C:3]1[CH:8]=[CH:7][C:6]([NH:9][C:10]([NH2:18])=[S:11])=[C:5]([N:12]2[CH2:17][CH2:16][O:15][CH2:14][CH2:13]2)[CH:4]=1. Reported procedure: Reaction of 4-methoxy-2-morpholinophenyl isothiocyanate (4.1 g) with a saturated solution of ammonia in ethanol (30 ml) for 24 hours at room temperature gave 1-(4-methoxy-2-morpholinophenyl)thiourea (m.p. 175° C.).